From a dataset of the Open Reaction Database (ORD), a public repository of structured organic reaction records. describe an organic reaction: reactants, conditions, products, and yield The reactants are CN(C)CC(COC1=CC=C(C=C1)C(F)(F)F)CC1=CC=CC=C1 (N,N-dimethyl-2-benzyl-3-(4-trifluoromethylphenoxy)propylamine), ClC(=O)OCC (ethyl chloroformate). Run in C1(=CC=CC=C1)C (toluene). Product: C(=O)(OCC)N(C)CC(COC1=CC=C(C=C1)C(F)(F)F)CC1=CC=CC=C1 (N-carbethoxy-N-methyl-2-benzyl-3-(4-trifluoromethylphenoxy)propylamine). As a reaction SMILES: [CH3:1][N:2]([CH2:4][CH:5]([CH2:18][C:19]1[CH:24]=[CH:23][CH:22]=[CH:21][CH:20]=1)[CH2:6][O:7][C:8]1[CH:13]=[CH:12][C:11]([C:14]([F:17])([F:16])[F:15])=[CH:10][CH:9]=1)C.Cl[C:26]([O:28][CH2:29][CH3:30])=[O:27]>C1(C)C=CC=CC=1>[C:26]([N:2]([CH2:4][CH:5]([CH2:18][C:19]1[CH:20]=[CH:21][CH:22]=[CH:23][CH:24]=1)[CH2:6][O:7][C:8]1[CH:13]=[CH:12][C:11]([C:14]([F:15])([F:16])[F:17])=[CH:10][CH:9]=1)[CH3:1])([O:28][CH2:29][CH3:30])=[O:27]. Reported procedure: A solution of N,N-dimethyl-2-benzyl-3-(4-trifluoromethylphenoxy)propylamine (22.0 g) and ethyl chloroformate (34.1 g, 30.0 ml) in dry toluene (200 ml) is refluxed for 72 hours. The reaction mixture is cooled to room temperature, and the solvent removed under reduced pressure. Water (200 ml) is added, and the mixture extracted with dichloromethane (2×150 ml). The combined dichloromethane extracts are washed with 2N hydrochloric acid (200 ml) and water (200 ml), and dried over magnesium sulfate. T... Reaction conditions: time 2 hour. Procedure: 2-Amino-5-methylbenzoic acid (1.51 g, 10 mmol) was dissolved in pyridine (10 ml), and to this was added the crude octyl chlorothiolformate (28 mmol, assuming 100% from the first step) as a solution in toluene. After 2 h, the reaction was diluted with ethyl acetate and washed three times with 1M aqueous HCl, then saturated aqueous sodium bicarbonate, water and brine. The organic phase was dried (MgSO4) and concentrated in vacuo. Crystallisation from hexane gave the title compound (155 mg, 5%): δH... Isolated yield 5.0%. The product is C(CCCCCCC)SC1=NC2=C(C(O1)=O)C=C(C=C2)C (2-octylthio-6-methyl-4H-3,1-benzoxazin-4-one). RXN SMILES: [NH2:1][C:2]1[CH:10]=[CH:9][C:8]([CH3:11])=[CH:7][C:3]=1[C:4]([OH:6])=[O:5].ClC1C=[CH:16][S:15][C:14]=1C(OCCCCCCCC)=O.[C:29]1([CH3:35])[CH:34]=[CH:33][CH:32]=[CH:31][CH:30]=1>N1C=CC=CC=1.C(OCC)(=O)C>[CH2:14]([S:15][C:16]1[O:5][C:4](=[O:6])[C:3]2[CH:7]=[C:8]([CH3:11])[CH:9]=[CH:10][C:2]=2[N:1]=1)[CH2:30][CH2:31][CH2:32][CH2:33][CH2:34][CH2:29][CH3:35]. Starting materials: ClC1=C(SC=C1)C(=O)OCCCCCCCC (octyl chlorothiolformate), NC1=C(C(=O)O)C=C(C=C1)C (2-Amino-5-methylbenzoic acid), C1(=CC=CC=C1)C (toluene). Run in C(C)(=O)OCC (ethyl acetate), N1=CC=CC=C1 (pyridine).